The task is: describe an organic reaction: reactants, conditions, products, and yield. This data is from the Open Reaction Database (ORD), a public repository of structured organic reaction records. Starting materials: CC(C)(C)[O-].[Na+] (NaOtBu), CC=1CC2=CC=CC(=C2C1)Cl (2-methyl-4-chloroindene), CNC1=CC=CC=C1 (N-methyl phenylamine). The reagents and catalysts are C=1C=CC(=CC1)/C=C/C(=O)/C=C/C2=CC=CC=C2.C=1C=CC(=CC1)/C=C/C(=O)/C=C/C2=CC=CC=C2.[Pd] (Pd(dba)2), P(C(C)(C)C)(C(C)(C)C)C(C)(C)C (PtBu3). The solvent is O (H2O). Run at temperature 70 celsius. The product is CC=1CC2=CC=CC(=C2C1)N(C)C1=CC=CC=C1 (2-Methyl-4-(N-methyl phenylamino)indene). Isolated yield 69.4%. Reaction SMILES: CC([O-])(C)C.[Na+].[CH3:7][C:8]1[CH2:9][C:10]2[C:15]([CH:16]=1)=[C:14](Cl)[CH:13]=[CH:12][CH:11]=2.[CH3:18][NH:19][C:20]1[CH:25]=[CH:24][CH:23]=[CH:22][CH:21]=1>C1C=CC(/C=C/C(/C=C/C2C=CC=CC=2)=O)=CC=1.C1C=CC(/C=C/C(/C=C/C2C=CC=CC=2)=O)=CC=1.[Pd].P(C(C)(C)C)(C(C)(C)C)C(C)(C)C.O>[CH3:7][C:8]1[CH2:9][C:10]2[C:15]([CH:16]=1)=[C:14]([N:19]([C:20]1[CH:25]=[CH:24][CH:23]=[CH:22][CH:21]=1)[CH3:18])[CH:13]=[CH:12][CH:11]=2 |f:0.1,4.5.6|. Procedure details: Pd(dba)2 (0.25 g, 0.4 mmol, 1.4 mol %), PtBu3 (0.11 g, 0.5 mmol, 1.8 mol %), NaOtBu (4.5 g, 45.4 mmol, 1.5 eq), 2-methyl-4-chloroindene (5 g, 30 mmol, 1 eq) and N-methyl phenylamine (3.25 g, 30 mmol, 1 eq.) were mixed together and stirred at 70° C. After 2 h of stirring, the reaction was cooled down and H2O was added. The formed layers were separated and the organic phase was washed with NH4C1 and H2O. The organic layer was then dried over MgSO4, filtered and concentrated. Chromatography over Si...